This data is from the Open Reaction Database (ORD), a public repository of structured organic reaction records. The task is: describe an organic reaction: reactants, conditions, products, and yield Reported procedure: 0.8 g of 2-[(4,5-dimethoxy-2-pyridyl)methylthio]-5-(2,2,2-trifluoroethoxy)-1H-benzimidazole is dissolved in 15 ml of dioxane and 2.5 ml of 1N sodium hydroxide solution. A mixture of 3 ml of 8% strength sodium hypochlorite solution and 3.5 ml of 1N sodium hydroxide solution are added dropwise in the course of 2 hours, while cooling to 0°-5° C. After addition of 5 ml of 5% strength sodium thiosulfate solution, the mixture is concentrated to dryness, the residue is taken up in water and the mixture... Solvent: [OH-].[Na+] (sodium hydroxide), [OH-].[Na+] (sodium hydroxide), O1CCOCC1 (dioxane). Starting materials: Cl[O-].[Na+] (sodium hypochlorite), COC1=CC(=NC=C1OC)CSC1=NC2=C(N1)C=CC(=C2)OCC(F)(F)F (2-[(4,5-dimethoxy-2-pyridyl)methylthio]-5-(2,2,2-trifluoroethoxy)-1H-benzimidazole), S(=S)(=O)([O-])[O-].[Na+].[Na+] (sodium thiosulfate). Reaction SMILES: [CH3:1][O:2][C:3]1[C:8]([O:9][CH3:10])=[CH:7][N:6]=[C:5]([CH2:11][S:12][C:13]2[NH:17][C:16]3[CH:18]=[CH:19][C:20]([O:22][CH2:23][C:24]([F:27])([F:26])[F:25])=[CH:21][C:15]=3[N:14]=2)[CH:4]=1.Cl[O-].[Na+].S([O-])([O-])(=[O:33])=S.[Na+].[Na+]>O1CCOCC1.[OH-].[Na+]>[CH3:1][O:2][C:3]1[C:8]([O:9][CH3:10])=[CH:7][N:6]=[C:5]([CH2:11][S:12]([C:13]2[NH:17][C:16]3[CH:18]=[CH:19][C:20]([O:22][CH2:23][C:24]([F:27])([F:26])[F:25])=[CH:21][C:15]=3[N:14]=2)=[O:33])[CH:4]=1 |f:1.2,3.4.5,7.8|. The product is COC1=CC(=NC=C1OC)CS(=O)C1=NC2=C(N1)C=CC(=C2)OCC(F)(F)F (2-[(4,5-Dimethoxy-2-pyridyl)methylsulfinyl]-5-(2,2,2-trifluoroethoxy)-1H-benzimidazole). Reactants: CCCCN, ClCCl, CCN=C=NCCCN(C)C, CN(C)c1ccncc1, Cl, O=C(O)Cc1ccc2[nH]ccc2c1. The product is CCCCNC(=O)Cc1ccc2[nH]ccc2c1. As a reaction SMILES: [CH2:26]([CH2:27][CH2:28][CH3:29])[NH2:30].[CH2:40]([Cl:41])[Cl:42].[CH3:15][N:16]([CH3:17])[CH2:18][CH2:19][CH2:20][N:21]=[C:22]=[N:23][CH2:24][CH3:25].[CH3:31][N:32]([CH3:33])[c:34]1[cH:35][cH:36][n:37][cH:38][cH:39]1.[ClH:14].[nH:1]1[cH:2][cH:3][c:4]2[cH:5][c:6]([CH2:10][C:11](=[O:12])[OH:13])[cH:7][cH:8][c:9]12>>[nH:1]1[cH:2][cH:3][c:4]2[cH:5][c:6]([CH2:10][C:11](=[O:13])[NH:30][CH2:26][CH2:27][CH2:28][CH3:29])[cH:7][cH:8][c:9]12. The reactants are Cc1noc(N)c1Br, O=S(=O)(Cl)c1c(Cc2ccccc2)sc2ccccc12, C1CCOC1, [H-], [Na+]. Yields the product Cc1noc(NS(=O)(=O)c2c(Cc3ccccc3)sc3ccccc23)c1Br. RXN SMILES: [Br:1][c:2]1[c:3]([CH3:8])[n:4][o:5][c:6]1[NH2:7].[CH2:11]([c:12]1[cH:13][cH:14][cH:15][cH:16][cH:17]1)[c:18]1[c:19]([S:27](=[O:28])(=[O:29])[Cl:30])[c:20]2[c:21]([s:22]1)[cH:23][cH:24][cH:25][cH:26]2.[CH2:31]1[O:32][CH2:33][CH2:34][CH2:35]1.[H-:10].[Na+:9]>>[Br:1][c:2]1[c:3]([CH3:8])[n:4][o:5][c:6]1[NH:7][S:27]([c:19]1[c:18]([CH2:11][c:12]2[cH:13][cH:14][cH:15][cH:16][cH:17]2)[s:22][c:21]2[c:20]1[cH:26][cH:25][cH:24][cH:23]2)(=[O:28])=[O:29]. Reactants: C(C)(C)(C)OC(=O)N[C@@H](C(=O)O)C ((R)-2-tert-Butoxycarbonylamino-propionic acid), C1CCC(CC1)N=C=NC2CCCCC2 (DCC), CNC (dimethylamine). Run in C(Cl)Cl (DCM). Conditions: time 30 minute. Yields the product C(C)(C)(C)OC(N[C@H](C)C(N(C)C)=O)=O (((R)-1-Dimethylcarbamoyl-ethyl)-carbamic acid tert-butyl ester). Yield: 75.5%. RXN SMILES: [C:1]([O:5][C:6]([NH:8][C@H:9]([CH3:13])[C:10](O)=[O:11])=[O:7])([CH3:4])([CH3:3])[CH3:2].C1CC[CH:17]([N:20]=[C:21]=NC2CCCCC2)CC1.CNC>C(Cl)Cl>[C:1]([O:5][C:6](=[O:7])[NH:8][C@@H:9]([C:10](=[O:11])[N:20]([CH3:21])[CH3:17])[CH3:13])([CH3:4])([CH3:3])[CH3:2]. Reported procedure: To a solution of (R)-2-tert-Butoxycarbonylamino-propionic acid (1.78 g, 9.43 mmol) in DCM (7.85 mL) was added portion wise DCC (2.14 g, 10.37 mmol) cooled in an ice bath. After stirring at room temperature for 30 min, dimethylamine (2 M in THF) (6.13 mL, 12.25 mmol) was added. The resulting solution was stirred overnight (18 h) until reaction was completed. The reaction mixture was filtered through silica gel and eluted with Ethyl acetate. Then the filtrate was evaporated off. The solvent was re...